describe an organic reaction: reactants, conditions, products, and yield From a dataset of the Open Reaction Database (ORD), a public repository of structured organic reaction records. Reactants: COC(=O)N1CC[C@@H]2[C@](CCC[C@H]12)(C#CC=1C=C(C=CC1)C)O ((3aS,4R,7aS)-4-hydroxy-4-m-tolylethynyl-octahydro-indole-1-carboxylic acid methyl ester), N1=C(C=CC=C1)C(=O)O (pyridine-2-carboxylic acid). Product: COC(=O)N1CC[C@H]2[C@@](CCC[C@@H]12)(C#CC=1C=C(C=CC1)C)OC(=O)C1=NC=CC=C1 ((3aR,4S,7aR)-4-(pyridine-2-carbonyloxy)-4-m-tolylethynyl-octahydro-indole-1-carboxylic acid methyl ester). RXN SMILES: [CH3:1][O:2][C:3]([N:5]1[C@@H:13]2[C@@H:8]([C@@:9]([OH:23])([C:14]#[C:15][C:16]3[CH:17]=[C:18]([CH3:22])[CH:19]=[CH:20][CH:21]=3)[CH2:10][CH2:11][CH2:12]2)[CH2:7][CH2:6]1)=[O:4].[N:24]1[CH:29]=[CH:28][CH:27]=[CH:26][C:25]=1[C:30](O)=[O:31]>>[CH3:1][O:2][C:3]([N:5]1[C@H:13]2[C@H:8]([C@:9]([O:23][C:30]([C:25]3[CH:26]=[CH:27][CH:28]=[CH:29][N:24]=3)=[O:31])([C:14]#[C:15][C:16]3[CH:17]=[C:18]([CH3:22])[CH:19]=[CH:20][CH:21]=3)[CH2:10][CH2:11][CH2:12]2)[CH2:7][CH2:6]1)=[O:4]. Procedure: Synthesis in analogy to the General Method 1 starting from (3aS,4R,7aS)-4-hydroxy-4-m-tolylethynyl-octahydro-indole-1-carboxylic acid methyl ester and pyridine-2-carboxylic acid to yield (3aR,4S,7aR)-4-(pyridine-2-carbonyloxy)-4-m-tolylethynyl-octahydro-indole-1-carboxylic acid methyl ester. MS [M+H]=296 (ester eliminated ion); RT=3.433 min; HPLC Method III The reactants are CCOC(=O)COc1ccc(SCC=C(c2ccc(-c3cccnc3)cc2)c2ccc(-c3cccnc3)cc2)cc1C(F)(F)F, CCO, [Na+], [OH-]. Yields the product O=C(O)COc1ccc(SCC=C(c2ccc(-c3cccnc3)cc2)c2ccc(-c3cccnc3)cc2)cc1C(F)(F)F. Reaction SMILES: [CH2:1]([CH3:2])[O:3][C:4]([CH2:5][O:6][c:7]1[c:8]([C:41]([F:42])([F:43])[F:44])[cH:9][c:10]([S:13][CH2:14][CH:15]=[C:16]([c:17]2[cH:18][cH:19][c:20](-[c:23]3[cH:24][n:25][cH:26][cH:27][cH:28]3)[cH:21][cH:22]2)[c:29]2[cH:30][cH:31][c:32](-[c:35]3[cH:36][n:37][cH:38][cH:39][cH:40]3)[cH:33][cH:34]2)[cH:11][cH:12]1)=[O:45].[CH3:46][CH2:47][OH:48].[Na+:50].[OH-:49]>>[O:3]=[C:4]([CH2:5][O:6][c:7]1[c:8]([C:41]([F:42])([F:43])[F:44])[cH:9][c:10]([S:13][CH2:14][CH:15]=[C:16]([c:17]2[cH:18][cH:19][c:20](-[c:23]3[cH:24][n:25][cH:26][cH:27][cH:28]3)[cH:21][cH:22]2)[c:29]2[cH:30][cH:31][c:32](-[c:35]3[cH:36][n:37][cH:38][cH:39][cH:40]3)[cH:33][cH:34]2)[cH:11][cH:12]1)[OH:45]. The reactants are CCCC1CC(=O)C2=C(C1)NC(C)=C(C#N)C2c1cc(Br)c(O)c(S(=O)(=O)N(C)C)c1, O=C([O-])[O-], ClCc1cscn1, Cl, [I-], [K+], [K+], [K+], CN(C)C=O, O. Yields the product CCCC1CC(=O)C2=C(C1)NC(C)=C(C#N)C2c1cc(Br)c(OCc2cscn2)c(S(=O)(=O)N(C)C)c1. As a reaction SMILES: [Br:1][c:2]1[c:3]([OH:31])[c:4]([S:25](=[O:26])(=[O:27])[N:28]([CH3:29])[CH3:30])[cH:5][c:6]([CH:8]2[C:9]([C:23]#[N:24])=[C:10]([CH3:22])[NH:11][C:12]3=[C:17]2[C:16](=[O:18])[CH2:15][CH:14]([CH2:19][CH2:20][CH3:21])[CH2:13]3)[cH:7]1.[C:32](=[O:33])([O-:34])[O-:35].[Cl:40][CH2:41][c:42]1[n:43][cH:44][s:45][cH:46]1.[ClH:47].[I-:39].[K+:36].[K+:37].[K+:38].[O:48]=[CH:49][N:50]([CH3:51])[CH3:52].[OH2:53]>>[Br:1][c:2]1[c:3]([O:31][CH2:41][c:42]2[n:43][cH:44][s:45][cH:46]2)[c:4]([S:25](=[O:26])(=[O:27])[N:28]([CH3:29])[CH3:30])[cH:5][c:6]([CH:8]2[C:9]([C:23]#[N:24])=[C:10]([CH3:22])[NH:11][C:12]3=[C:17]2[C:16](=[O:18])[CH2:15][CH:14]([CH2:19][CH2:20][CH3:21])[CH2:13]3)[cH:7]1. The reagents and catalysts are [I-].C(C)[N+](CC)(CC)CC (tetraethylammonium iodide), [Rh] (Rh/C). Procedure: The carbonylation reaction is conducted in the same manner as in Example 1 except that 25 mmol of cyclohexylamine, 86 g of α-naphthol, 1.5 g of Rh/C having 5% Rh carried on activated charcoal and 1 mmol of tetraethylammonium iodide are employed. As a result, the yields of cyclohexyl isocyanate and α-naphthyl cyclohexyl carbamate are 58% and 10%, respectively. The reactants are C (charcoal), C1(CCCCC1)N (cyclohexylamine), C1(=CC=CC2=CC=CC=C12)O (α-naphthol). Yields the product C1(CCCCC1)N=C=O (cyclohexyl isocyanate), α-naphthyl cyclohexyl carbamate. Reaction SMILES: [CH:1]1([NH2:7])[CH2:6][CH2:5][CH2:4][CH2:3][CH2:2]1.[C:8]1([OH:18])C2C(=CC=CC=2)C=CC=1.C>[I-].C([N+](CC)(CC)CC)C.[Rh]>[CH:1]1([N:7]=[C:8]=[O:18])[CH2:6][CH2:5][CH2:4][CH2:3][CH2:2]1 |f:3.4|. RXN SMILES: [CH2:23]1[CH2:24][N:25]2[CH2:26][CH2:27][N:28]1[CH2:29][CH2:30]2.[CH3:32][C:33]#[N:34].[CH3:35][N:36]([CH3:37])[CH:38]=[O:39].[CH:1]1([n:4]2[cH:5][c:6]([C:20](=[O:21])[OH:22])[c:7](=[O:19])[c:8]3[c:9]([CH:17]=[CH2:18])[c:10]([F:16])[c:11]([F:15])[c:12]([F:14])[c:13]23)[CH2:2][CH2:3]1.[OH2:31]>>[CH:1]1([n:4]2[cH:5][c:6]([C:20](=[O:21])[OH:22])[c:7](=[O:19])[c:8]3[c:9]([CH:17]=[CH2:18])[c:10]([F:16])[c:11]([N:28]4[CH2:23][CH2:24][N:25]([CH2:30][CH3:29])[CH2:26][CH2:27]4)[c:12]([F:14])[c:13]23)[CH2:2][CH2:3]1. Yields the product C=Cc1c(F)c(N2CCN(CC)CC2)c(F)c2c1c(=O)c(C(=O)O)cn2C1CC1. Reactants: C1CN2CCN1CC2, CC#N, CN(C)C=O, C=Cc1c(F)c(F)c(F)c2c1c(=O)c(C(=O)O)cn2C1CC1, O. Starting materials: CCN(C(C)C)C(C)C, CC#N, O=C(O)CN1CCCC(NC(=O)c2ccc(Cl)s2)C1, Nc1ccc(-n2ccccc2=O)cc1F, CN(C)C=O. Yields the product O=C(CN1CCCC(NC(=O)c2ccc(Cl)s2)C1)Nc1ccc(-n2ccccc2=O)cc1F. Reaction SMILES: [CH2:25]([N:26]([CH:27]([CH3:28])[CH3:29])[CH:30]([CH3:31])[CH3:32])[CH3:33].[CH3:49][C:50]#[N:51].[Cl:1][c:2]1[cH:3][cH:4][c:5]([C:7](=[O:8])[NH:9][CH:10]2[CH2:11][N:12]([CH2:16][C:17](=[O:18])[OH:19])[CH2:13][CH2:14][CH2:15]2)[s:6]1.[NH2:34][c:35]1[c:36]([F:48])[cH:37][c:38](-[n:41]2[c:42](=[O:47])[cH:43][cH:44][cH:45][cH:46]2)[cH:39][cH:40]1.[O:20]=[CH:21][N:22]([CH3:23])[CH3:24]>>[Cl:1][c:2]1[cH:3][cH:4][c:5]([C:7](=[O:8])[NH:9][CH:10]2[CH2:11][N:12]([CH2:16][C:17](=[O:19])[NH:34][c:35]3[c:36]([F:48])[cH:37][c:38](-[n:41]4[c:42](=[O:47])[cH:43][cH:44][cH:45][cH:46]4)[cH:39][cH:40]3)[CH2:13][CH2:14][CH2:15]2)[s:6]1.